Dataset: the Open Reaction Database (ORD), a public repository of structured organic reaction records. Task: describe an organic reaction: reactants, conditions, products, and yield Starting materials: C[C@@]12C(CC[C@H]1[C@@H]1CC[C@H]3CC=CC[C@]3(C)[C@H]1C(C2)=O)=O (5α-androst-2-ene-11,17-dione), ClC1=CC(=CC=C1)C(=O)OO (m-chloroperbenzoic acid). The solvent is C(Cl)(Cl)Cl (chloroform). Conditions: time 0.5 hour. The product is O1[C@H]2[C@@H]1C[C@@H]1CC[C@H]3[C@@H]4CCC([C@@]4(C)CC([C@@H]3[C@]1(C2)C)=O)=O (2α,3α-Epoxy-5α-androstane-11,17-dione). Yield: 70.0%. As a reaction SMILES: [CH3:1][C@:2]12[CH2:19][C:18](=[O:20])[C@H:17]3[C@@H:7]([CH2:8][CH2:9][C@@H:10]4[C@:15]3([CH3:16])[CH2:14][CH:13]=[CH:12][CH2:11]4)[C@@H:6]1[CH2:5][CH2:4][C:3]2=[O:21].ClC1C=CC=C(C(OO)=[O:30])C=1>C(Cl)(Cl)Cl>[O:30]1[C@H:12]2[CH2:11][C@H:10]3[C@:15]([CH3:16])([CH2:14][C@@H:13]12)[C@@H:17]1[C@H:7]([C@H:6]2[C@@:2]([CH2:19][C:18]1=[O:20])([CH3:1])[C:3](=[O:21])[CH2:4][CH2:5]2)[CH2:8][CH2:9]3. Procedure: A mixture of 5α-androst-2-ene-11,17-dione (37.2 g), m-chloroperbenzoic acid (30 g) and chloroform (600 ml) was allowed to stand for 0.5 hour at room temperature before partitioning between chloroform and saturated aqueous NaHCO3 solution. The organic phase was isolated and washed with water, dried and evaporated to a low volume. Addition of petroleum ether (b.p. 60°-80° C.) followed by refrigeration overnight afforded crystalline material (27.5 g). Recrystallisation from ethyl acetate-petroleum ...